This data is from the Open Reaction Database (ORD), a public repository of structured organic reaction records. The task is: describe an organic reaction: reactants, conditions, products, and yield Reactants: N1C=NC=C1 (Imidazole), O=S(Cl)Cl (SOCl2), C(#N)C1=CC=C(C=C1)C(CCC1=CC=C(C=C1)F)=O (1-(4-cyanophenyI)-3-(4-fluorophenyl)-1-propanone). Run in C(Cl)Cl (Methylene chloride). Conditions: time 10 minute. The product is C(#N)C1=CC=C(C=C1)C(=CCC1=CC=C(C=C1)F)N1C=NC=C1 (1-[1-(4-cyanophenyl)-3-(4-fluorophenyl)-1-propenyl]-1H-imidazole). As a reaction SMILES: [NH:1]1[CH:5]=[CH:4][N:3]=[CH:2]1.O=S(Cl)Cl.[C:10]([C:12]1[CH:17]=[CH:16][C:15]([C:18](=O)[CH2:19][CH2:20][C:21]2[CH:26]=[CH:25][C:24]([F:27])=[CH:23][CH:22]=2)=[CH:14][CH:13]=1)#[N:11]>C(Cl)Cl>[C:10]([C:12]1[CH:13]=[CH:14][C:15]([C:18]([N:1]2[CH:5]=[CH:4][N:3]=[CH:2]2)=[CH:19][CH2:20][C:21]2[CH:22]=[CH:23][C:24]([F:27])=[CH:25][CH:26]=2)=[CH:16][CH:17]=1)#[N:11]. Procedure: Imidazole (0.55 g, 8 mmol) is dissolved in dry tetrahydrofaran. The solution is cooled on icebath and SOCl2 (0.16 ml, 2 mmol) is added dropwise to the cooled solution. The mixture is stirred for 10 min. 1-(4-cyanophenyI)-3-(4-fluorophenyl)-1-propanone (0.34 g, 1.3 mmol) is added and the mixture is stirred in room temperature for 4 days. Methylene chloride is added and the mixture is washed with water. The organic layer is dried and the solvent is evaporated. The residue contains 35% of the produ... Starting materials: BrC=1C(=NN(C1C(OC)OC)C)C=1SC=CN1 (2-[4-bromo-5-(dimethoxymethyl)-1-methyl-1H-pyrazol-3-yl]-1,3-thiazole), Cl (hydrochloric acid), [OH-].[Na+] (sodium hydroxide). Run in O1CCCC1 (tetrahydrofuran). Conditions: temperature 50 celsius, time 5 hour. The product is BrC=1C(=NN(C1C=O)C)C=1SC=CN1 (4-bromo-1-methyl-3-(1,3-thiazol-2-yl)-1H-pyrazole-5-carbaldehyde). The yield is 95.7%. RXN SMILES: [Br:1][C:2]1[C:3]([C:13]2[S:14][CH:15]=[CH:16][N:17]=2)=[N:4][N:5]([CH3:12])[C:6]=1[CH:7](OC)[O:8]C.Cl.[OH-].[Na+]>O1CCCC1>[Br:1][C:2]1[C:3]([C:13]2[S:14][CH:15]=[CH:16][N:17]=2)=[N:4][N:5]([CH3:12])[C:6]=1[CH:7]=[O:8] |f:2.3|. Reported procedure: A solution of 2-[4-bromo-5-(dimethoxymethyl)-1-methyl-1H-pyrazol-3-yl]-1,3-thiazole (8d) (586 mg, 1.84 mmol) in tetrahydrofuran (15 mL) was treated with 1N hydrochloric acid (2.26 mL) and the mixture was stirred at 50° C. for 5 hours. The reaction was cooled to room temperature and then neutralized with 1N sodium hydroxide (2.26 mL). The resulting mixture was extracted with ethyl acetate (2×15 mL) and the organic layer was dried over sodium sulfate and concentrated in vacuo to provide 4-bromo-1-... Starting materials: CC1=CC=CC(=N1)C=O (6-methylpyridine-2-carbaldehyde), C(=C)C1=CC=C(C=C1)[C@@H](C)N ((R)-1-(4-vinylphenyl)-ethylamine). Run in C(C)O (ethanol). The product is C(=C)C1=CC=C(C=C1)[C@@H](C)N=CC1=NC(=CC=C1)C (N-(6-methyl-pyridine-2-carbaldehyde)-(R)-1-(4-vinylphenyl)-ethylimine). As a reaction SMILES: [CH3:1][C:2]1[N:7]=[C:6]([CH:8]=O)[CH:5]=[CH:4][CH:3]=1.[CH:10]([C:12]1[CH:17]=[CH:16][C:15]([C@H:18]([NH2:20])[CH3:19])=[CH:14][CH:13]=1)=[CH2:11]>C(O)C>[CH:10]([C:12]1[CH:17]=[CH:16][C:15]([C@H:18]([N:20]=[CH:8][C:6]2[CH:5]=[CH:4][CH:3]=[C:2]([CH3:1])[N:7]=2)[CH3:19])=[CH:14][CH:13]=1)=[CH2:11]. Reported procedure: A solution of 1.69 g (13.9 mmol) of 6-methylpyridine-2-carbaldehyde, 2.05 g (13.9 mmol) of (R)-1-(4-vinylphenyl)-ethylamine and 25 ml of ethanol is heated under reflux for 1 hour. The solvent is then distilled off under about 3 kPa, and the residue is distilled in a bulb tube furnace at 170° C. and under 0.11 Pa. 3.3 g (88% of theory) of an oil are obtained, which crystallises at room temperature. Melting point: about 25° C., [α]D20 =21.6° (c=1.036, chloroform). Elemental analysis: Found: C 81.7... Run at time 5 minute. Reaction SMILES: [Cl:1][C:2]1[C:7]([NH:8][C:9](=[O:16])[C:10]2[CH:15]=[CH:14][CH:13]=[CH:12][CH:11]=2)=[C:6]([Cl:17])[N:5]=[CH:4][N:3]=1.O1CCC[CH2:19]1.C(=O)([O-])[O-].[Cs+].[Cs+].CI>>[Cl:17][C:6]1[C:7]([N:8]([CH3:19])[C:9](=[O:16])[C:10]2[CH:15]=[CH:14][CH:13]=[CH:12][CH:11]=2)=[C:2]([Cl:1])[N:3]=[CH:4][N:5]=1 |f:2.3.4|. Procedure: To a solution of N-(4,6-dichloropyrimidin-5-yl)benzamide (3.0 g, 0.011 mol) in tetrahydrofuran (70 mL, 0.9 mol) was added cesium carbonate (9.8 g, 0.030 mol). The suspension was stirred for 5 minutes and to this was added methyl iodide (1.4 mL, 0.022 mol) (purified on aluminum oxide). After stirring for 1 hour, cesium carbonate (5.0 g, 0.015 mol) and methyl iodide (0.70 mL, 0.011 mol) (purified on alumina) were added. The reaction was stirred for 2 hours, quenched by addition of saturated aqueou... Starting materials: ClC1=NC=NC(=C1NC(C1=CC=CC=C1)=O)Cl (N-(4,6-dichloropyrimidin-5-yl)benzamide), O1CCCC1 (tetrahydrofuran), C([O-])([O-])=O.[Cs+].[Cs+] (cesium carbonate), C([O-])([O-])=O.[Cs+].[Cs+] (cesium carbonate), CI (methyl iodide), CI (methyl iodide). Yields the product ClC1=NC=NC(=C1N(C(C1=CC=CC=C1)=O)C)Cl (N-(4,6-dichloropyrimidin-5-yl)-N-methylbenzamide). The reactants are Cc1ccccc1, CC(C)c1csc(N(CCc2ccc(F)cc2)Cc2ccc(CO)cc2)n1, CCOC(=O)CCc1ccc(O)cc1F, CCOC(=O)N=NC(=O)OCC, c1ccc(P(c2ccccc2)c2ccccc2)cc1. The product is CCOC(=O)CCc1ccc(OCc2ccc(CN(CCc3ccc(F)cc3)c3nc(C(C)C)cs3)cc2)cc1F. As a reaction SMILES: [CH3:74][c:75]1[cH:76][cH:77][cH:78][cH:79][cH:80]1.[F:1][c:2]1[cH:3][cH:4][c:5]([CH2:8][CH2:9][N:10]([c:11]2[s:12][cH:13][c:14]([CH:16]([CH3:17])[CH3:18])[n:15]2)[CH2:19][c:20]2[cH:21][cH:22][c:23]([CH2:26][OH:27])[cH:24][cH:25]2)[cH:6][cH:7]1.[F:28][c:29]1[c:30]([CH2:36][CH2:37][C:38](=[O:39])[O:40][CH2:41][CH3:42])[cH:31][cH:32][c:33]([OH:35])[cH:34]1.[O:62]=[C:63]([O:64][CH2:65][CH3:66])[N:67]=[N:68][C:69]([O:70][CH2:71][CH3:72])=[O:73].[c:43]1([P:44]([c:45]2[cH:46][cH:47][cH:48][cH:49][cH:50]2)[c:51]2[cH:52][cH:53][cH:54][cH:55][cH:56]2)[cH:57][cH:58][cH:59][cH:60][cH:61]1>>[F:1][c:2]1[cH:3][cH:4][c:5]([CH2:8][CH2:9][N:10]([c:11]2[s:12][cH:13][c:14]([CH:16]([CH3:17])[CH3:18])[n:15]2)[CH2:19][c:20]2[cH:21][cH:22][c:23]([CH2:26][O:27][c:33]3[cH:32][cH:31][c:30]([CH2:36][CH2:37][C:38](=[O:39])[O:40][CH2:41][CH3:42])[c:29]([F:28])[cH:34]3)[cH:24][cH:25]2)[cH:6][cH:7]1. The product is Cl, COC(=O)C(CN)N1CCN(S(C)(=O)=O)CC1. RXN SMILES: [C:2]([O:3][C:4](=[O:5])[NH:9][CH2:10][CH:11]([C:12](=[O:13])[O:14][CH3:15])[N:16]1[CH2:17][CH2:18][N:19]([S:22](=[O:23])(=[O:24])[CH3:25])[CH2:20][CH2:21]1)([CH3:6])([CH3:7])[CH3:8].[CH3:30][OH:31].[CH:26]([OH:27])([CH3:28])[CH3:29].[ClH:1]>>[ClH:1].[NH2:9][CH2:10][CH:11]([C:12](=[O:13])[O:14][CH3:15])[N:16]1[CH2:17][CH2:18][N:19]([S:22](=[O:23])(=[O:24])[CH3:25])[CH2:20][CH2:21]1. The reactants are COC(=O)C(CNC(=O)OC(C)(C)C)N1CCN(S(C)(=O)=O)CC1, CO, CC(C)O, Cl.